From a dataset of the Open Reaction Database (ORD), a public repository of structured organic reaction records. describe an organic reaction: reactants, conditions, products, and yield Reactants: CCNCCN1CCCc2[nH]c(C=O)c(C)c2C1=O, C1CCNCC1, CCO, O=C1Cc2cc(F)ccc2N1. Product: CCNCCN1CCCc2[nH]c(C=C3C(=O)Nc4ccc(F)cc43)c(C)c2C1=O. As a reaction SMILES: [CH2:1]([CH3:2])[NH:3][CH2:4][CH2:5][N:6]1[C:7](=[O:19])[c:8]2[c:9]([nH:13][c:14]([CH:17]=[O:18])[c:15]2[CH3:16])[CH2:10][CH2:11][CH2:12]1.[CH2:31]1[CH2:32][CH2:33][NH:34][CH2:35][CH2:36]1.[CH3:37][CH2:38][OH:39].[F:20][c:21]1[cH:22][c:23]2[c:27]([cH:28][cH:29]1)[NH:26][C:25](=[O:30])[CH2:24]2>>[CH2:1]([CH3:2])[NH:3][CH2:4][CH2:5][N:6]1[C:7](=[O:19])[c:8]2[c:9]([nH:13][c:14]([CH:17]=[C:24]3[c:23]4[cH:22][c:21]([F:20])[cH:29][cH:28][c:27]4[NH:26][C:25]3=[O:30])[c:15]2[CH3:16])[CH2:10][CH2:11][CH2:12]1. The reactants are CC(=O)NCC1CN(Cc2ccccc2)CCO1, CCO, CC(=O)O. Yields the product CC(=O)NCC1CNCCO1. Reaction SMILES: [C:1]([CH3:2])(=[O:3])[NH:4][CH2:5][CH:6]1[O:7][CH2:8][CH2:9][N:10]([CH2:12][c:13]2[cH:14][cH:15][cH:16][cH:17][cH:18]2)[CH2:11]1.[CH3:19][CH2:20][OH:21].[CH3:22][C:23](=[O:24])[OH:25]>>[C:1]([CH3:2])(=[O:3])[NH:4][CH2:5][CH:6]1[O:7][CH2:8][CH2:9][NH:10][CH2:11]1. Reactants: O1C(C1)(C1=CC=CC=C1)C1=CC=C(C=C1)Cl (1,2-epoxy-1-p-chlorophenyl-1-phenylethane), O (water). Reagents/catalysts: B(F)(F)F.CCOCC (Borontrifluoride etherate). Run in C1=CC=CC=C1 (benzene). The product is ClC1=CC=C(C=C1)C(C=O)C1=CC=CC=C1 (p-chlorophenyl-phenylacetaldehyde), 62%9. Reaction SMILES: [O:1]1[CH2:3][C:2]1([C:10]1[CH:15]=[CH:14][C:13]([Cl:16])=[CH:12][CH:11]=1)[C:4]1[CH:9]=[CH:8][CH:7]=[CH:6][CH:5]=1.O>B(F)(F)F.CCOCC.C1C=CC=CC=1>[Cl:16][C:13]1[CH:12]=[CH:11][C:10]([CH:2]([C:4]2[CH:5]=[CH:6][CH:7]=[CH:8][CH:9]=2)[CH:3]=[O:1])=[CH:15][CH:14]=1 |f:2.3|. Reported procedure: Borontrifluoride etherate (5 drops) was added to a solution of the crude epoxide (9 0g) in dry benzene (250 ml). After 5 minutes water was added and the benzene layer washed with water until no longer acidic. Evaporation of solvent gave an oil which was chromatographed on silica gel; elution with progressively graded mixtures of light petroleum and ether yielded p-chlorophenyl-phenylacetaldehyde (5 68g 62%9 as an oil. Reactants: O=c1cc(C(F)(F)F)[nH]c(=O)n1-c1cc(O)c(Cl)cc1F, O, O=[N+]([O-])O. Product: O=c1cc(C(F)(F)F)[nH]c(=O)n1-c1c(F)cc(Cl)c(O)c1[N+](=O)[O-]. Reaction SMILES: [Cl:1][c:2]1[cH:3][c:4]([F:21])[c:5](-[n:9]2[c:10](=[O:20])[nH:11][c:12]([C:16]([F:17])([F:18])[F:19])[cH:13][c:14]2=[O:15])[cH:6][c:7]1[OH:8].[OH2:26].[OH:22][N+:23]([O-:24])=[O:25]>>[Cl:1][c:2]1[cH:3][c:4]([F:21])[c:5](-[n:9]2[c:10](=[O:20])[nH:11][c:12]([C:16]([F:17])([F:18])[F:19])[cH:13][c:14]2=[O:15])[c:6]([N+:23](=[O:22])[O-:24])[c:7]1[OH:8]. The reactants are ClC1=CC=C(C=C1)C(C(CC1OCCO1)SC1=CC=CC=C1)=O (4'-chloro-3-(1,3-dioxolan-2-yl)-2-(phenylthio)propiophenone), Cl (hydrochloric acid), C(C)(=O)[O-].[NH4+] (ammonium acetate). The solvent is CC(=O)C (acetone), O (water), C(C)(=O)OCC (ethyl acetate), O (water), C(C)(=O)OCC (ethyl acetate), C(C)(=O)O (acetic acid). Conditions: temperature 45 celsius, time 20 minute. The product is ethyl acetate hexanes, ClC1=CC=C(C=C1)C=1NC=CC1SC1=CC=CC=C1 (2-(p-Chlorophenyl)-3-(Phenylthio)pyrrole). RXN SMILES: [Cl:1][C:2]1[CH:7]=[CH:6][C:5]([C:8](=O)[CH:9]([S:16][C:17]2[CH:22]=[CH:21][CH:20]=[CH:19][CH:18]=2)[CH2:10][CH:11]2OCCO2)=[CH:4][CH:3]=1.Cl.C([O-])(=O)C.[NH4+:29]>CC(C)=O.O.C(OCC)(=O)C.C(O)(=O)C>[Cl:1][C:2]1[CH:7]=[CH:6][C:5]([C:8]2[NH:29][CH:11]=[CH:10][C:9]=2[S:16][C:17]2[CH:22]=[CH:21][CH:20]=[CH:19][CH:18]=2)=[CH:4][CH:3]=1 |f:2.3|. Procedure: A solution of 4'-chloro-3-(1,3-dioxolan-2-yl)-2-(phenylthio)propiophenone (0.87 g, 2.5 mmol) and 4N hydrochloric acid (15 mL) in acetone is stirred at 45° C. for 3 hours, cooled, and diluted with water and ethyl acetate. The organic phase is separated, washed with 5% sodium bicarbonate solution, dried over anhydrous sodium sulfate and concentrated in vacuo to obtain a residue. A solution of the residue in acetic acid is treated with ammonium acetate (3.0 g, 0.039 mol), stirred at 45° C. for 20 m... The reactants are C1(CCCC1)C(=O)C1=C(C=C(C=C1)OCC1=CC=CC=C1)F (cyclopentyl (4-benzyloxy-2-fluorophenyl)methanone), O.NN (hydrazine hydrate). Yields the product C(C1=CC=CC=C1)OC1=CC=C2C(=NNC2=C1)C1CCCC1 (6-benzyloxy-3-cyclopentyl-1H-indazole). The yield is 45.0%. Reaction SMILES: [CH:1]1([C:6]([C:8]2[CH:13]=[CH:12][C:11]([O:14][CH2:15][C:16]3[CH:21]=[CH:20][CH:19]=[CH:18][CH:17]=3)=[CH:10][C:9]=2F)=O)[CH2:5][CH2:4][CH2:3][CH2:2]1.O.[NH2:24][NH2:25]>>[CH2:15]([O:14][C:11]1[CH:10]=[C:9]2[C:8]([C:6]([CH:1]3[CH2:5][CH2:4][CH2:3][CH2:2]3)=[N:24][NH:25]2)=[CH:13][CH:12]=1)[C:16]1[CH:21]=[CH:20][CH:19]=[CH:18][CH:17]=1 |f:1.2|. Procedure details: A mixture of cyclopentyl (4-benzyloxy-2-fluorophenyl)methanone (40 g, 0.13 mol) in hydrazine hydrate (50 ml) was refluxed overnight. After cooling to room temperature, the solid was filtered, dissolved in EtOAc, then washed with aqueous NH4Cl and brine. The solution was dried over Na2SO4, filtered and concentrated under vacuum. Purification by flash chromatography (toluene/EtOAc 9/1) gave the expected product (13 g, 45% as solid).